Dataset: the Open Reaction Database (ORD), a public repository of structured organic reaction records. Task: describe an organic reaction: reactants, conditions, products, and yield Starting materials: C(C1=CC=CC=C1)OC1=CC=C(C=C1)N1N=C(NC1=O)CCCC (2-[4-(benzyloxy)phenyl]-5-n-butyl-2.4-dihydro-3H-1,2,4-triazol-3-one), N(=[N+]=[N-])CC1=CC=C(C=C1)C1=C(C=CC=C1)C1=NN=NN1C(C1=CC=CC=C1)(C1=CC=CC=C1)C1=CC=CC=C1 (5-[4'-(Azidomethyl)biphenyl-2-yl]-N-trityltetrazole). Product: C(C1=CC=CC=C1)OC1=CC=C(C=C1)N1N=C(N(C1=O)CC1=CC=C(C=C1)C1=C(C=CC=C1)C1=NN=NN1C(C1=CC=CC=C1)(C1=CC=CC=C1)C1=CC=CC=C1)CCCC (2-[4-(Benzyloxy)phenyl]-5-n-butyl-2,4-dihydro-4-[[2'-(N-trityltetrazol-5-yl)biphenyl-4-yl]-methyl]-3H-1,2,4-triazol-3-one). Yield: 81.0%. Reaction SMILES: [CH2:1]([O:8][C:9]1[CH:14]=[CH:13][C:12]([N:15]2[C:19](=[O:20])[NH:18][C:17]([CH2:21][CH2:22][CH2:23][CH3:24])=[N:16]2)=[CH:11][CH:10]=1)[C:2]1[CH:7]=[CH:6][CH:5]=[CH:4][CH:3]=1.N([CH2:28][C:29]1[CH:34]=[CH:33][C:32]([C:35]2[CH:40]=[CH:39][CH:38]=[CH:37][C:36]=2[C:41]2[N:45]([C:46]([C:59]3[CH:64]=[CH:63][CH:62]=[CH:61][CH:60]=3)([C:53]3[CH:58]=[CH:57][CH:56]=[CH:55][CH:54]=3)[C:47]3[CH:52]=[CH:51][CH:50]=[CH:49][CH:48]=3)[N:44]=[N:43][N:42]=2)=[CH:31][CH:30]=1)=[N+]=[N-]>>[CH2:1]([O:8][C:9]1[CH:14]=[CH:13][C:12]([N:15]2[C:19](=[O:20])[N:18]([CH2:28][C:29]3[CH:30]=[CH:31][C:32]([C:35]4[CH:40]=[CH:39][CH:38]=[CH:37][C:36]=4[C:41]4[N:45]([C:46]([C:59]5[CH:64]=[CH:63][CH:62]=[CH:61][CH:60]=5)([C:53]5[CH:54]=[CH:55][CH:56]=[CH:57][CH:58]=5)[C:47]5[CH:52]=[CH:51][CH:50]=[CH:49][CH:48]=5)[N:44]=[N:43][N:42]=4)=[CH:33][CH:34]=3)[C:17]([CH2:21][CH2:22][CH2:23][CH3:24])=[N:16]2)=[CH:11][CH:10]=1)[C:2]1[CH:7]=[CH:6][CH:5]=[CH:4][CH:3]=1. Procedure details: The alkylation of 2-[4-(benzyloxy)phenyl]-5-n-butyl-2.4-dihydro-3H-1,2,4-triazol-3-one with 5-[4'-(bromomethyl)biphenyl-2-yl]-N-trityltetrazole (see Example 2, Step B) was carried out as described in Example 4, Step D. After work-up, flash chromatography over silica gel using 0.4-0.5% MeOH/CH2Cl2 gave an 81% yield of the product, homogeneous by TLC in 1% MeOH/CH2Cl2 ; mass spectrum (FAB) m/e 800 (M+1)+. The reactants are 21.83, OO (H2O2), COC1=NC=CC=C1 (2-methoxypyridine), OO (hydrogen peroxide). Solvent: C(C)(=O)O (acetic acid). Run at temperature 80 celsius. Yields the product COC1=[N+](C=CC=C1)[O-] (2-Methoxypyridine-N-oxide). As a reaction SMILES: [CH3:1][O:2][C:3]1[CH:8]=[CH:7][CH:6]=[CH:5][N:4]=1.[OH:9]O>C(O)(=O)C>[CH3:1][O:2][C:3]1[CH:8]=[CH:7][CH:6]=[CH:5][N+:4]=1[O-:9]. Reported procedure: This compound, originally prepared by H. J. Den Hertog and M. Van Ammers, Rec. Trav. Chim. 1955, 74, 1160, was synthesized using a different procedure. To a solution of 21.83 of 2-methoxypyridine (0.2 mol) in glacial acetic acid (80 ml), was cautiously added 30% hydrogen peroxide (20 ml). The stirred mixture was heated to 80° C. for 3 hrs, and cooled to room temperature. An additional 20 ml of 30% H2O2 was added, and the clear solution was heated at 80° C. for 12 hrs. The solution was concentrat... Reactants: C1(=CC=CC=C1)C(N1C=NC(=C1)CC(=O)[O-])(C1=CC=CC=C1)C1=CC=CC=C1.[Li+] (lithium [1-(triphenylmethyl)-1H-imidazol-4-yl]acetate), C(CCl)Cl (EDC), C(C)(C)N(C(C)C)CC (N,N-diisopropylethylamine), Cl.N[C@@H]1C(N(CC1)C1=CC=CC2=CC=C(C=C12)O[Si](C)(C)C(C)(C)C)=O ((S)-3-amino-1-[7-(tert-butyldimethylsilyloxy)naphthalen-1-yl]-2-oxopyrrolidine hydrochloride), C=1C=CC2=C(C1)N=NN2O (HOBT). Run in CN(C)C=O (DMF). Conditions: time 30 minute. Yields the product OC1=CC=C2C=CC=C(C2=C1)N1C([C@H](CC1)NC(CC=1N=CN(C1)C(C1=CC=CC=C1)(C1=CC=CC=C1)C1=CC=CC=C1)=O)=O ((S)-N-[1-(7-Hydroxynaphthalen-1-yl)-2-oxopyrrolidin-3-yl]-2-[1-(triphenylmethyl)-1H-imidazol-4-yl]acetamide). As a reaction SMILES: [C:1]1([C:7]([C:23]2[CH:28]=[CH:27][CH:26]=[CH:25][CH:24]=2)([C:17]2[CH:22]=[CH:21][CH:20]=[CH:19][CH:18]=2)[N:8]2[CH:12]=[C:11]([CH2:13][C:14]([O-:16])=O)[N:10]=[CH:9]2)[CH:6]=[CH:5][CH:4]=[CH:3][CH:2]=1.[Li+].Cl.[NH2:31][C@H:32]1[CH2:36][CH2:35][N:34]([C:37]2[C:46]3[C:41](=[CH:42][CH:43]=[C:44]([O:47][Si](C(C)(C)C)(C)C)[CH:45]=3)[CH:40]=[CH:39][CH:38]=2)[C:33]1=[O:55].C1C=CC2N(O)N=NC=2C=1.C(Cl)CCl.C(N(CC)C(C)C)(C)C>CN(C=O)C>[OH:47][C:44]1[CH:45]=[C:46]2[C:41]([CH:40]=[CH:39][CH:38]=[C:37]2[N:34]2[CH2:35][CH2:36][C@H:32]([NH:31][C:14](=[O:16])[CH2:13][C:11]3[N:10]=[CH:9][N:8]([C:7]([C:17]4[CH:18]=[CH:19][CH:20]=[CH:21][CH:22]=4)([C:1]4[CH:6]=[CH:5][CH:4]=[CH:3][CH:2]=4)[C:23]4[CH:28]=[CH:27][CH:26]=[CH:25][CH:24]=4)[CH:12]=3)[C:33]2=[O:55])=[CH:42][CH:43]=1 |f:0.1,2.3|. Reported procedure: A mixture of lithium [1-(triphenylmethyl)-1H-imidazol-4-yl]acetate, as described above in Step B, (4.40 g, 11.6 mmol), (S)-3-amino-1-[7-(tert-butyldimethylsilyloxy)naphthalen-1-yl]-2-oxopyrrolidine hydrochloride, as described above in Step A (3.86 g, 9.84 mmol), HOBT (1.60 g, 11.8 mmol), EDC (2.30 g, 12.0 mmol), and N,N-diisopropylethylamine (6.00 mL, 34.4 mmol) was stirred in DMF (80 mL) at ambient temperature for 18 hours. The solvent was removed under reduced pressure and the residue was part...